This data is from the Open Reaction Database (ORD), a public repository of structured organic reaction records. The task is: describe an organic reaction: reactants, conditions, products, and yield Run at time 8 hour. Reaction SMILES: FC(F)(F)C(O)=O.[CH3:8][N:9]1[CH2:14][CH2:13][N:12]([CH2:15][CH2:16][N:17]([C:22]2[CH:23]=[C:24]3[C:28](=[CH:29][CH:30]=2)[C:27](=[O:31])[N:26]([CH2:32][C:33]([OH:35])=[O:34])[C:25]3=[O:36])[S:18]([CH3:21])(=[O:20])=[O:19])[CH2:11][CH2:10]1.[Cl:37][C:38]1[CH:39]=[N+:40]([O-:63])[CH:41]=[C:42]([Cl:62])[C:43]=1[CH2:44][C@@H:45]([C:47]1[CH:52]=[CH:51][C:50]([O:53][CH:54]([F:56])[F:55])=[C:49]([O:57][CH2:58][CH:59]2[CH2:61][CH2:60]2)[CH:48]=1)O.C(Cl)CCl>CN(C1C=CN=CC=1)C.C(Cl)Cl>[Cl:37][C:38]1[CH:39]=[N+:40]([O-:63])[CH:41]=[C:42]([Cl:62])[C:43]=1[CH2:44][C@@H:45]([C:47]1[CH:52]=[CH:51][C:50]([O:53][CH:54]([F:56])[F:55])=[C:49]([O:57][CH2:58][CH:59]2[CH2:61][CH2:60]2)[CH:48]=1)[O:34][C:33](=[O:35])[CH2:32][N:26]1[C:25](=[O:36])[C:24]2[C:28](=[CH:29][CH:30]=[C:22]([N:17]([CH2:16][CH2:15][N:12]3[CH2:11][CH2:10][N:9]([CH3:8])[CH2:14][CH2:13]3)[S:18]([CH3:21])(=[O:20])=[O:19])[CH:23]=2)[C:27]1=[O:31] |f:0.1|. The reagents and catalysts are CN(C)C=1C=CN=CC1 (DMAP). Isolated yield 17.8%. Procedure: A mixture of 2-(5-(N-(2-(4-methylpiperazin-1-yl)ethyl)methylsulfonamido)-1,3-dioxoisoindolin-2-yl)acetic acid 2,2,2-trifluoroacetic acid salt (128 mg, 0.237 mmol), (S)-3,5-dichloro-4-(2-(3-(cyclopropylmethoxy)-4-(difluoromethoxy)phenyl)-2-hydroxyethyl)pyridine 1-oxide (83 mg, 0.198 mmol), EDC (53.0 mg, 0.277 mmol) and DMAP (48.3 mg, 0.395 mmol) in DCM (4 ml) was stirred at room temperature overnight. Additional EDC (18.93 mg, 0.099 mmol) was added, and the reaction was stirred at the same temper... The solvent is C(Cl)Cl (DCM), C(Cl)Cl (DCM). Yields the product ClC=1C=[N+](C=C(C1C[C@H](OC(CN1C(C2=CC=C(C=C2C1=O)N(S(=O)(=O)C)CCN1CCN(CC1)C)=O)=O)C1=CC(=C(C=C1)OC(F)F)OCC1CC1)Cl)[O-] ((S)-3,5-dichloro-4-(2-(3-(cyclopropylmethoxy)-4-(difluoromethoxy)phenyl)-2-(2-(5-(N-(2-(4-methylpiperazin-1-yl)ethyl)methylsulfonamido)-1,3-dioxoisoindolin-2-yl)acetoxy)-ethyl)pyridine 1-oxide). Reactants: FC(C(=O)O)(F)F.CN1CCN(CC1)CCN(S(=O)(=O)C)C=1C=C2C(N(C(C2=CC1)=O)CC(=O)O)=O (2-(5-(N-(2-(4-methylpiperazin-1-yl)ethyl)methylsulfonamido)-1,3-dioxoisoindolin-2-yl)acetic acid 2,2,2-trifluoroacetic acid salt), ClC=1C=[N+](C=C(C1C[C@H](O)C1=CC(=C(C=C1)OC(F)F)OCC1CC1)Cl)[O-] ((S)-3,5-dichloro-4-(2-(3-(cyclopropylmethoxy)-4-(difluoromethoxy)phenyl)-2-hydroxyethyl)pyridine 1-oxide), C(CCl)Cl (EDC), C(CCl)Cl (EDC). Starting materials: Cl (hydrochloride), C(C)(C)(C)OC(\C(=C(\C(=O)O)/OCC1=CC=CC=C1)\O)=O ((E)-2-benzyloxy-3-hydroxy-but-2-enedioic acid 4-tert-butyl ester), C1(=CC=CC2=CC=CC=C12)C1(CCCC1)CC(=N)N (2-(1-naphthalen-1-yl-cyclopentyl)-acetamidine), C[O-].[Na+] (sodium methoxide). Solvent: CO (methanol), CCCCCC (hexane), C(C)(=O)OCC (ethyl acetate), C(C)(=O)OCC (ethyl acetate). Conditions: temperature 0 celsius. The product is C(C)(C)(C)OC(=O)C1=NC(=NC(=C1OCC1=CC=CC=C1)O)CC1(CCCC1)C1=CC=CC2=CC=CC=C12 (5-benzyloxy-6-hydroxy-2-(1-naphthalen-1-yl-cyclopentylmethyl)-pyrimidine-4-carboxylic acid tert-butyl ester). Yield: 48.0%. As a reaction SMILES: [C:1]1([C:11]2([CH2:16][C:17]([NH2:19])=[NH:18])[CH2:15][CH2:14][CH2:13][CH2:12]2)[C:10]2[C:5](=[CH:6][CH:7]=[CH:8][CH:9]=2)[CH:4]=[CH:3][CH:2]=1.Cl.[C:21]([O:25][C:26](=[O:41])/[C:27](/O)=[C:28](\[O:32][CH2:33][C:34]1[CH:39]=[CH:38][CH:37]=[CH:36][CH:35]=1)/[C:29](O)=[O:30])([CH3:24])([CH3:23])[CH3:22].C[O-].[Na+]>CO.CCCCCC.C(OCC)(=O)C>[C:21]([O:25][C:26]([C:27]1[C:28]([O:32][CH2:33][C:34]2[CH:39]=[CH:38][CH:37]=[CH:36][CH:35]=2)=[C:29]([OH:30])[N:19]=[C:17]([CH2:16][C:11]2([C:1]3[C:10]4[C:5](=[CH:6][CH:7]=[CH:8][CH:9]=4)[CH:4]=[CH:3][CH:2]=3)[CH2:15][CH2:14][CH2:13][CH2:12]2)[N:18]=1)=[O:41])([CH3:24])([CH3:22])[CH3:23] |f:3.4|. Reported procedure: To a stirred solution of 2-(1-naphthalen-1-yl-cyclopentyl)-acetamidine; hydrochloride (343) (4.5 g, crude) in methanol (30 mL) were added (E,Z)-2-benzyloxy-3-hydroxy-but-2-enedioic acid 4-tert-butyl ester 1-methyl ester (4) (5.759 g, 18.7 mmol) and the reaction mixture was cooled to 0° C. in a ice bath. To this reaction mixture was then added sodium methoxide (25% in methanol, 10.1 mL, 46.74 mmol) and the reaction mixture was stirred at room temperature for 18 h (silica TLC, 50% ethyl acetate in... Starting materials: ClC=1C=C(C=CC1OC=1SC=CN1)O (3-chloro-4-(1,3-thiazol-2-yloxy)phenol), [H-].[Na+] (sodium hydride), [H-].[Na+] (sodium hydride), C(C(C)C)I (isobutyl iodide), C(C(C)C)I (isobutyl iodide), O (Water). Solvent: CN(C=O)C (N,N-dimethyl formamide). Run at time 15 minute. Yields the product ClC1=C(OC=2SC=CN2)C=CC(=C1)OCC(C)C (2-(2-chloro-4-isobutoxyphenoxy)-1,3-thiazole). Isolated yield 45.1%. RXN SMILES: [Cl:1][C:2]1[CH:3]=[C:4]([OH:14])[CH:5]=[CH:6][C:7]=1[O:8][C:9]1[S:10][CH:11]=[CH:12][N:13]=1.[H-].[Na+].[CH2:17](I)[CH:18]([CH3:20])[CH3:19].O>CN(C)C=O>[Cl:1][C:2]1[CH:3]=[C:4]([O:14][CH2:17][CH:18]([CH3:20])[CH3:19])[CH:5]=[CH:6][C:7]=1[O:8][C:9]1[S:10][CH:11]=[CH:12][N:13]=1 |f:1.2|. Procedure: To a solution of Example 9B (3.4 g, 0.015 mol) in N,N-dimethyl formamide was added sodium hydride (0.7 g, 0.018 mol) in portions at room temperature. After stirring for 15 minutes, isobutyl iodide (4.2 g, 0.023 mol) was added rapidly and the mixture was stirred at room temperature for 24 hours. More sodium hydride and isobutyl iodide were added later to complete the reaction. Water was added and the aqueous layer was extracted with ethyl acetate. The organic layer was washed with brine, dried ov... The reactants are COCCN(C(OCC1=CC=CC=C1)=O)CC=1C=NC=CC1 (benzyl N-(2-methoxyethyl)-N-(3-pyridylmethyl)carbamate). Reagents/catalysts: [Pd] (palladium on carbon). The solvent is C(C)O (ethanol). Run at time 9 hour. The product is COCCNCC=1C=NC=CC1 (N-(2-methoxyethyl)-N-(3-pyridylmethyl)amine). Isolated yield 43.5%. As a reaction SMILES: [CH3:1][O:2][CH2:3][CH2:4][N:5]([CH2:16][C:17]1[CH:18]=[N:19][CH:20]=[CH:21][CH:22]=1)C(=O)OCC1C=CC=CC=1>[Pd].C(O)C>[CH3:1][O:2][CH2:3][CH2:4][NH:5][CH2:16][C:17]1[CH:18]=[N:19][CH:20]=[CH:21][CH:22]=1. Procedure details: A mixture of benzyl N-(2-methoxyethyl)-N-(3-pyridylmethyl)carbamate (5.4 g) and 10% palladium on carbon (1.0 g) in ethanol (50 ml) was stirred under hydrogen atmosphere for 9 hours. The catalyst was removed by filtration, and the filtrate was concentrated under azeotropic condition with toluene and ethanol. The residue was dissolved in ethanol and diethyl ether was added thereto to give precipitates, which were collected by filtration to give N-(2-methoxyethyl)-N-(3-pyridylmethyl)amine (1.3 g). Starting materials: C1CCOC1 (THF), C1CCOC1 (THF), ( 4 ), C1CCC(CC1)N=C=NC2CCCCC2 (DCC), C1CCC(CC1)N=C=NC2CCCCC2 (DCC), C(CCCCCCCCCCC)N (dodecylamine), C1CCOC1 (THF). Run in N1=CC=CC=C1 (pyridine), N1=CC=CC=C1 (pyridine), N1=CC=CC=C1 (pyridine). Yields the product C(=O)(NC1CCCCC1)NC1CCCCC1 (dicyclohexylurea). As a reaction SMILES: C1C[O:4]CC1.[CH2:6]1[CH2:11][CH2:10][CH:9]([N:12]=[C:13]=[N:14][CH:15]2[CH2:20][CH2:19][CH2:18][CH2:17][CH2:16]2)[CH2:8][CH2:7]1.C(N)CCCCCCCCCCC>N1C=CC=CC=1>[C:13]([NH:12][CH:9]1[CH2:8][CH2:7][CH2:6][CH2:11][CH2:10]1)([NH:14][CH:15]1[CH2:20][CH2:19][CH2:18][CH2:17][CH2:16]1)=[O:4]. Procedure details: If the desacylsaponins are soluble in anhydrous pyridine, alone or with anhydrous THF, the reaction can be carried out with DCC. 100 mg of (4) (60 μmoles) are dissolved in pyridine and/or THF, using no less than 1 ml but no more than 5 ml. 1 ml of a 0.3M dodecylamine solution (300 μmoles) in pyridine and/or THF is thereafter added to the reaction mixture, followed by 300 μmoles of dry DCC. The mixture is allowed to react with mixing overnight at 0° C. to 10° C. During the reaction, insoluble dic... Reactants: C(C)(C)(C)C=1C=CC2=C(N=C(O2)C2=C(C=NC=C2)O)C1 (4-(5-tert-butylbenzoxazole-2-yl)pyridin-3-ol), C([O-])([O-])=O.[K+].[K+] (potassium carbonate), CN(C)C=O (DMF), C(C)(C)I (isopropyl iodide). The solvent is O (water). Run at temperature 60 celsius. Yields the product C(C)(C)(C)C=1C=CC2=C(N=C(O2)C2=C(C=NC=C2)OC(C)C)C1 (5-tert-butyl-2-(3-isopropoxypyridin-4-yl)benzoxazole). Isolated yield 60.5%. RXN SMILES: [C:1]([C:5]1[CH:6]=[CH:7][C:8]2[O:12][C:11]([C:13]3[CH:18]=[CH:17][N:16]=[CH:15][C:14]=3[OH:19])=[N:10][C:9]=2[CH:20]=1)([CH3:4])([CH3:3])[CH3:2].C(=O)([O-])[O-].[K+].[K+].CN(C=O)C.[CH:32](I)([CH3:34])[CH3:33]>O>[C:1]([C:5]1[CH:6]=[CH:7][C:8]2[O:12][C:11]([C:13]3[CH:18]=[CH:17][N:16]=[CH:15][C:14]=3[O:19][CH:32]([CH3:34])[CH3:33])=[N:10][C:9]=2[CH:20]=1)([CH3:4])([CH3:2])[CH3:3] |f:1.2.3|. Procedure details: To a mixture of 0.30 g of 4-(5-tert-butylbenzoxazole-2-yl)pyridin-3-ol, 0.17 g of potassium carbonate and 3 ml of DMF, 0.21 g of isopropyl iodide was added at room temperature. The reaction mixture was stirred while heating at 60° C. for two hours. The mixture was cooled to room temperature, and then water was added to the reaction mixture, followed by extraction with ethyl acetate twice. The combined organic layers were washed with a saturated sodium chloride solution, dried over anhydrous magn... Reactants: N1=CC=C(C2=CC=CC=C12)C=O (4-quinolinecarboxaldehyde), C(C)OC(NN)=O (ethylcarbazate). The solvent is C(C)O (ethanol). Yields the product N1=CC=C(C2=CC=CC=C12)C=NNC(=O)OCC (ethyl (4-quinolinylmethylene)carbazate). Isolated yield 52.3%. Reaction SMILES: [N:1]1[C:10]2[C:5](=[CH:6][CH:7]=[CH:8][CH:9]=2)[C:4]([CH:11]=O)=[CH:3][CH:2]=1.[CH2:13]([O:15][C:16](=[O:19])[NH:17][NH2:18])[CH3:14]>C(O)C>[N:1]1[C:10]2[C:5](=[CH:6][CH:7]=[CH:8][CH:9]=2)[C:4]([CH:11]=[N:18][NH:17][C:16]([O:15][CH2:13][CH3:14])=[O:19])=[CH:3][CH:2]=1. Procedure: A mixture of 4.72 gm (0.03 mole) of 4-quinolinecarboxaldehyde, 3.12 gm (0.03 mole) of ethylcarbazate and 100 ml of absolute ethanol is refluxed 9 hr. The solvent is evaporated. The solid is crystallized from ethyl acetate/Skellysolve B to give 3.82 gm (53%) of the title compound having a melting point of 161.2° C. The reactants are C[Si](C)(C)C#CC1=CC=C(OCCN2CCCC2)C=C1 (1-[2-(4-trimethylsilanylethynyl-phenoxy)-ethyl]-pyrrolidine), CCCC[N+](CCCC)(CCCC)CCCC.[F-] (TBAF). Solvent: C1CCOC1 (THF). Run at time 3 hour. Product: C(#C)C1=CC=C(OCCN2CCCC2)C=C1 (1-[2-(4-ethynyl-phenoxy)-ethyl]-pyrrolidine). As a reaction SMILES: C[Si]([C:5]#[C:6][C:7]1[CH:20]=[CH:19][C:10]([O:11][CH2:12][CH2:13][N:14]2[CH2:18][CH2:17][CH2:16][CH2:15]2)=[CH:9][CH:8]=1)(C)C.CCCC[N+](CCCC)(CCCC)CCCC.[F-]>C1COCC1>[C:6]([C:7]1[CH:20]=[CH:19][C:10]([O:11][CH2:12][CH2:13][N:14]2[CH2:15][CH2:16][CH2:17][CH2:18]2)=[CH:9][CH:8]=1)#[CH:5] |f:1.2|. Procedure: Under a nitrogen atmosphere a solution of 12.8 g (44.5 mmol) 1-[2-(4-trimethylsilanylethynyl-phenoxy)-ethyl]-pyrrolidine in 200 mL THF is combined with 15.5 g (49.0 mmol) TBAF and stirred for 3 h at RT. The solvent is distilled off i.vac., the residue taken up in EtOAc, the organic phase is washed with saturated, aqueous NaCl solution and dried over Na2SO4. After the desiccant and solvent have been eliminated the product is further reacted without any purification. Starting materials: [H-].[Na+] (sodium hydride), Cl.C1(CCCCC1)C(=O)N(N)C1=CC=CC=C1 (1-cyclohexanecarbonyl-1-phenylhydrazine hydrochloride), ice water, C1(=CC=CC=C1)NN.C(C)=O (acetaldehyde phenylhydrazine), C1(CCCCC1)C(=O)Cl (cyclohexanecarbonyl chloride), C1CC(=O)CCC1C(=O)O (cyclohexanone-4-carboxylic acid). Run in CN(C=O)C (dimethylformamide), C(C)(=O)O (acetic acid), C(C)(=O)O (acetic acid), O (water). Reaction conditions: time 2 hour. Yields the product C1(CCCCC1)C(=O)N1C2=CC=CC=C2C=2CC(CCC12)C(=O)O (9-Cyclohexanecarbonyl-1,2,3,4-tetrahydrocarbazole-3-carboxylic acid). As a reaction SMILES: [H-].[Na+].C1(NN)C=CC=CC=1.C(=O)C.C1(C(Cl)=O)CCCCC1.Cl.[CH:24]1([C:30]([N:32]([C:34]2[CH:39]=[CH:38][CH:37]=[CH:36][CH:35]=2)N)=[O:31])[CH2:29][CH2:28][CH2:27][CH2:26][CH2:25]1.[CH2:40]1[CH:46]([C:47]([OH:49])=[O:48])[CH2:45][CH2:44][C:42](=O)[CH2:41]1>O.C(O)(=O)C.CN(C)C=O>[CH:24]1([C:30]([N:32]2[C:42]3[CH2:41][CH2:40][CH:46]([C:47]([OH:49])=[O:48])[CH2:45][C:44]=3[C:39]3[C:34]2=[CH:35][CH:36]=[CH:37][CH:38]=3)=[O:31])[CH2:29][CH2:28][CH2:27][CH2:26][CH2:25]1 |f:0.1,2.3,5.6|. Procedure: To a stirred mixture of 3.88 g. of sodium hydride in 100 ml. of dimethylformamide was added portionwise 20 g. of acetaldehyde phenylhydrazine, stirring was continued for 2 hours, 22 g. of cyclohexanecarbonyl chloride was added dropwise, stirring was continued for three hours and the reaction mixture was then poured into ice water containing acetic acid. The aqueous mixture was extracted with ether and the ether extract was washed with water, dried and evaporated to dryness. The residue was taken... Yields the product C(C)(C)(C)C=1C(C(=CC(C1)=CC#CC1=CC=CC=C1)C(C)(C)C)=O (2,6-di-tert-butyl-4-(3-phenylprop-2-ynylidene)cyclohexa-2,5-dienone). Reaction SMILES: N1[CH2:6][CH2:5][CH2:4][CH2:3][CH2:2]1.N1C[CH2:10][CH2:9][CH2:8]1.[C:12]([C:16]1[CH:17]=[C:18]([CH:21]=[C:22]([C:25]([CH3:28])([CH3:27])[CH3:26])[C:23]=1[OH:24])[CH:19]=O)([CH3:15])([CH3:14])[CH3:13]>>[C:12]([C:16]1[C:23](=[O:24])[C:22]([C:25]([CH3:28])([CH3:27])[CH3:26])=[CH:21][C:18](=[CH:19][C:2]#[C:3][C:4]2[CH:10]=[CH:9][CH:8]=[CH:6][CH:5]=2)[CH:17]=1)([CH3:15])([CH3:14])[CH3:13]. Reported procedure: In lieu of piperidine, pyrrolidine was used with 3,5-di-tert-butyl-4-hydroxybenzaldehyde to synthesize the subsequent intermediate 7-pyrrolidinyl quinone methide following the procedure in Example 1 (d). The remainder of the one-pot procedure towards 7-Phace-QM is as detailed in Example 1 (d). Reactants: 7-pyrrolidinyl quinone methide, Example 1 ( d ), N1CCCCC1 (piperidine), N1CCCC1 (pyrrolidine), C(C)(C)(C)C=1C=C(C=O)C=C(C1O)C(C)(C)C (3,5-di-tert-butyl-4-hydroxybenzaldehyde), Example 1 ( d ).